describe an organic reaction: reactants, conditions, products, and yield From a dataset of the Open Reaction Database (ORD), a public repository of structured organic reaction records. Starting materials: BrC=1C(=C2COC(C2=CC1)=O)C (5-bromo-4-methylisobenzofuran-1(3H)-one), CC(C)C[AlH]CC(C)C (DIBAL-H). Run in C1(=CC=CC=C1)C (toluene). Conditions: temperature -78 celsius, time 2 hour. The product is BrC=1C(=C2COC(C2=CC1)O)C (5-bromo-4-methyl-1,3-dihydroisobenzofuran-1-ol). As a reaction SMILES: [Br:1][C:2]1[C:3]([CH3:12])=[C:4]2[C:8](=[CH:9][CH:10]=1)[C:7](=[O:11])[O:6][CH2:5]2.CC(C[AlH]CC(C)C)C>C1(C)C=CC=CC=1>[Br:1][C:2]1[C:3]([CH3:12])=[C:4]2[C:8](=[CH:9][CH:10]=1)[CH:7]([OH:11])[O:6][CH2:5]2. Procedure details: To a solution of 5-bromo-4-methylisobenzofuran-1(3H)-one (3.45 g, 15.19 mmol) in toluene (100 mL) at −78° C. was added DIBAL-H (21.27 mL, 21.27 mmol) dropwise. After stirring at −78° C. for 2 h, the reaction was quenched by methanol at −78° C., then warmed to rt, then 20 mL of saturated sodium sulfate was added and the mixture was vigorously stirred at rt for 30 min. Next, the mixture was filtered and washed with ethyl acetate. The filtrate was washed with saturated sodium bicarbonate, dried ove... Starting materials: C(C)(=O)NC1=NC(N([C@H]2[C@H](O)[C@H](O)[C@@H](CO)O2)C=C1)=O (N-Acetylcytidine), C(C1=CC=CC=C1)(C1=CC=CC=C1)(C1=CC=CC=C1)Cl (trityl chloride). Run at time 36 hour. Yields the product C(C)(=O)NC1=NC(N([C@H]2[C@H](O)[C@H](O)[C@@H](COC(C3=CC=CC=C3)(C3=CC=CC=C3)C3=CC=CC=C3)O2)C=C1)=O (N-Acetyl-5'-O-(triphenylmethyl)cytidine). Isolated yield 79.8%. RXN SMILES: [C:1]([NH:4][C:5]1[CH:19]=[CH:18][N:8]([C@@H:9]2[O:17][C@H:14]([CH2:15][OH:16])[C@@H:12]([OH:13])[C@H:10]2[OH:11])[C:7](=[O:20])[N:6]=1)(=[O:3])[CH3:2].[C:21](Cl)([C:34]1[CH:39]=[CH:38][CH:37]=[CH:36][CH:35]=1)([C:28]1[CH:33]=[CH:32][CH:31]=[CH:30][CH:29]=1)[C:22]1[CH:27]=[CH:26][CH:25]=[CH:24][CH:23]=1>>[C:1]([NH:4][C:5]1[CH:19]=[CH:18][N:8]([C@@H:9]2[O:17][C@H:14]([CH2:15][O:16][C:21]([C:22]3[CH:27]=[CH:26][CH:25]=[CH:24][CH:23]=3)([C:34]3[CH:35]=[CH:36][CH:37]=[CH:38][CH:39]=3)[C:28]3[CH:29]=[CH:30][CH:31]=[CH:32][CH:33]=3)[C@@H:12]([OH:13])[C@H:10]2[OH:11])[C:7](=[O:20])[N:6]=1)(=[O:3])[CH3:2]. Procedure details: N-Acetylcytidine (see D. M. Brown et al., J. Chem. Soc. 1956, 2384) (1.000 g, 3.5057 mmol), trityl chloride (1.0751 g, 3.8563 mmol) and a small stirring bar were placed in a dry round-bottomed flask fused onto a reflux condenser. The flask was closed with a septum and flushed with argon. Pyridine (10.2 mL) was injected and the mixture was stirred at room temperature for 36 h. The mixture was evaporated, diluted with CH2Cl2, and again evaporated. The gummy residue was washed with water and the re...